From a dataset of the Open Reaction Database (ORD), a public repository of structured organic reaction records. describe an organic reaction: reactants, conditions, products, and yield The reactants are C1CCOC1, C#CC1(Cc2ccccc2)CCC2(CC1)OCCO2, C[Si](C)(C)Cl, [Li]C. Yields the product C[Si](C)(C)C#CC1(Cc2ccccc2)CCC2(CC1)OCCO2. RXN SMILES: [CH2:27]1[O:28][CH2:29][CH2:30][CH2:31]1.[CH2:3]([c:4]1[cH:5][cH:6][cH:7][cH:8][cH:9]1)[C:10]1([C:20]#[CH:21])[CH2:11][CH2:12][C:13]2([O:14][CH2:15][CH2:16][O:17]2)[CH2:18][CH2:19]1.[CH3:22][Si:23]([CH3:24])([CH3:25])[Cl:26].[Li:1][CH3:2]>>[CH2:3]([c:4]1[cH:5][cH:6][cH:7][cH:8][cH:9]1)[C:10]1([C:20]#[C:21][Si:23]([CH3:22])([CH3:24])[CH3:25])[CH2:11][CH2:12][C:13]2([O:14][CH2:15][CH2:16][O:17]2)[CH2:18][CH2:19]1.